Dataset: the Open Reaction Database (ORD), a public repository of structured organic reaction records. Task: describe an organic reaction: reactants, conditions, products, and yield The reactants are [Al+3], CC(=O)Cl, Cc1csc2cncn12, [Cl-], [Cl-], [Cl-], ClCCl, [Na+], [Na+], [Na+], [Na+], O=C([O-])[O-], O=S(=O)([O-])[O-], S=C=S. Product: CC(=O)c1ncn2c(C)csc12. RXN SMILES: [Al+3:2].[CH3:5][C:6]([Cl:7])=[O:8].[CH3:9][c:10]1[n:11]2[c:12]([s:13][cH:14]1)[cH:15][n:16][cH:17]2.[Cl-:1].[Cl-:3].[Cl-:4].[Cl:34][CH2:35][Cl:36].[Na+:18].[Na+:19].[Na+:24].[Na+:25].[O-:20][C:21](=[O:22])[O-:23].[O-:26][S:27](=[O:28])(=[O:29])[O-:30].[S:31]=[C:32]=[S:33]>>[CH3:5][C:6](=[O:8])[c:15]1[c:12]2[n:11]([c:10]([CH3:9])[cH:14][s:13]2)[cH:17][n:16]1. Starting materials: ClC1=CC(=C(C(=O)O)C=C1)OC1=C(C=CC=C1)C (4-chloro-2-(2-methylphenoxy) benzoic acid), polyphosphate ester. Solvent: CO (MeOH). Yields the product ClC=1C=C2OC=3C(=CC=CC3C(C2=CC1)=O)C (6-chloro-4-methylxanthenone). Isolated yield 90.0%. Reaction SMILES: [Cl:1][C:2]1[CH:10]=[CH:9][C:5]([C:6]([OH:8])=O)=[C:4]([O:11][C:12]2[CH:17]=[CH:16][CH:15]=[CH:14][C:13]=2[CH3:18])[CH:3]=1>CO>[Cl:1][C:2]1[CH:3]=[C:4]2[C:5](=[CH:9][CH:10]=1)[C:6](=[O:8])[C:17]1[CH:16]=[CH:15][CH:14]=[C:13]([CH3:18])[C:12]=1[O:11]2. Procedure details: The above crude acid (IV: R1 =4-Cl, R3 =H) was cyclized with polyphosphate ester as in Example A to give a 90% yield of 6-chloro-4-methylxanthenone (VI: R1 =6-Cl, Z=CH3), mp (MeOH) 145°-146° C. Anal. (C14H9ClO2) C,H,N. The reactants are O=[N+]([O-])c1cc(Cl)cc([N+](=O)[O-])c1, [K+], [K+], O=C([O-])[O-], CN(C)C=O, O, Oc1ccc(O)cc1. Reaction SMILES: [Cl:1][c:2]1[cH:3][c:4]([N+:11]([O-:12])=[O:13])[cH:5][c:6]([N+:8](=[O:9])[O-:10])[cH:7]1.[K+:22].[K+:23].[O-:24][C:25]([O-:26])=[O:27].[O:28]=[CH:29][N:30]([CH3:31])[CH3:32].[OH2:33].[OH:14][c:15]1[cH:16][cH:17][c:18]([OH:19])[cH:20][cH:21]1>>[Cl:1][c:2]1[cH:3][c:4]([O:14][c:15]2[cH:16][cH:17][c:18]([OH:19])[cH:20][cH:21]2)[cH:5][c:6]([N+:8](=[O:9])[O-:10])[cH:7]1. Product: O=[N+]([O-])c1cc(Cl)cc(Oc2ccc(O)cc2)c1. The reactants are Brc1ccc(OC2CCOCC2)cc1, [Li]CCCC, CCCCCC, C1CCOC1, O=S(=O)(Cl)Cl. The product is O=S(=O)(Cl)c1ccc(OC2CCOCC2)cc1. As a reaction SMILES: [Br:1][c:2]1[cH:3][cH:4][c:5]([O:6][CH:7]2[CH2:8][CH2:9][O:10][CH2:11][CH2:12]2)[cH:13][cH:14]1.[CH2:15]([Li:16])[CH2:17][CH2:18][CH3:19].[CH3:30][CH2:31][CH2:32][CH2:33][CH2:34][CH3:35].[O:25]1[CH2:26][CH2:27][CH2:28][CH2:29]1.[S:20](=[O:21])(=[O:22])([Cl:23])[Cl:24]>>[c:2]1([S:20](=[O:21])(=[O:22])[Cl:23])[cH:3][cH:4][c:5]([O:6][CH:7]2[CH2:8][CH2:9][O:10][CH2:11][CH2:12]2)[cH:13][cH:14]1. The reactants are Cl (HCl), OB1OC(C2=C1C=C(C=C2O)OC2=NC=CN=C2)CC(=O)OCC (ethyl 2-(1,4-dihydroxy-6-(pyrazin-2-yloxy)-1,3-dihydrobenzo[c][1,2]oxaborol-3-yl)acetate), [OH-].[Li+] (lithium hydroxide). Run in CCO (EtOH), O (water). Run at time 8 hour. Yields the product OB1OC(C2=C1C=C(C=C2O)OC2=NC=CN=C2)CC(=O)O (2-(1,4-Dihydroxy-6-(pyrazin-2-yloxy)-1,3-dihydrobenzo[c][1,2]oxaborol-3-yl)acetic acid). The yield is 18.2%. As a reaction SMILES: [OH:1][B:2]1[C:6]2[CH:7]=[C:8]([O:12][C:13]3[CH:18]=[N:17][CH:16]=[CH:15][N:14]=3)[CH:9]=[C:10]([OH:11])[C:5]=2[CH:4]([CH2:19][C:20]([O:22]CC)=[O:21])[O:3]1.[OH-].[Li+].Cl>CCO.O>[OH:1][B:2]1[C:6]2[CH:7]=[C:8]([O:12][C:13]3[CH:18]=[N:17][CH:16]=[CH:15][N:14]=3)[CH:9]=[C:10]([OH:11])[C:5]=2[CH:4]([CH2:19][C:20]([OH:22])=[O:21])[O:3]1 |f:1.2|. Reported procedure: To a solution of ethyl 2-(1,4-dihydroxy-6-(pyrazin-2-yloxy)-1,3-dihydrobenzo[c][1,2]oxaborol-3-yl)acetate (100 mg, 0.31 mmol) in EtOH (5 ml) was added an aqueous solution of lithium hydroxide (26.1 mg, 0.62 mmol) in water (1 mL). The reaction mixture was stirred at room temperature overnight and acidified with 1 N HCl to pH=3. The resulting mixture was extracted with EtOAc (20 mL) and combined organic layers were washed with water (15 mL) and brine (15 mL), dried over anhydrous Na2SO4 and concen... Starting materials: [BH4-], CC(=O)O, O=C1COC(c2csc(C(F)(F)F)n2)CN1, [Na+], C1CCOC1. Yields the product FC(F)(F)c1nc(C2CNCCO2)cs1. Reaction SMILES: [BH4-:17].[CH3:19][C:20](=[O:21])[OH:22].[F:1][C:2]([c:3]1[s:4][cH:5][c:6]([CH:8]2[O:9][CH2:10][C:11](=[O:14])[NH:12][CH2:13]2)[n:7]1)([F:15])[F:16].[Na+:18].[O:23]1[CH2:24][CH2:25][CH2:26][CH2:27]1>>[F:1][C:2]([c:3]1[s:4][cH:5][c:6]([CH:8]2[O:9][CH2:10][CH2:11][NH:12][CH2:13]2)[n:7]1)([F:15])[F:16]. The reactants are CCOC(=O)C(NC(=O)OC(C)(C)C)C(=O)OCC, BrCc1cc(I)ccc1OCc1ccccc1, CC[O-], CCO, [Na+]. Product: CCOC(=O)C(Cc1cc(I)ccc1OCc1ccccc1)(NC(=O)OC(C)(C)C)C(=O)OCC. RXN SMILES: [C:18]([CH3:19])([CH3:20])([CH3:21])[O:22][C:23](=[O:24])[NH:25][CH:26]([C:27](=[O:28])[O:29][CH2:30][CH3:31])[C:32](=[O:33])[O:34][CH2:35][CH3:36].[CH2:1]([c:2]1[cH:3][cH:4][cH:5][cH:6][cH:7]1)[O:8][c:9]1[c:10]([CH2:16][Br:17])[cH:11][c:12]([I:15])[cH:13][cH:14]1.[CH3:38][CH2:39][O-:40].[CH3:41][CH2:42][OH:43].[Na+:37]>>[CH2:1]([c:2]1[cH:3][cH:4][cH:5][cH:6][cH:7]1)[O:8][c:9]1[c:10]([CH2:16][C:26]([NH:25][C:23]([O:22][C:18]([CH3:19])([CH3:20])[CH3:21])=[O:24])([C:27](=[O:28])[O:29][CH2:30][CH3:31])[C:32](=[O:33])[O:34][CH2:35][CH3:36])[cH:11][c:12]([I:15])[cH:13][cH:14]1. Starting materials: C(C)(C)(C)OC(NC1=NC=C(C=C1C)Br)=O ((5-bromo-3-methyl-pyridin-2-yl)-carbamic acid tert-butyl ester), [H-].[Na+] (sodium hydride), IC (iodomethane). The solvent is C1CCOC1 (THF). Conditions: time 20 minute. Yields the product C(C)(C)(C)OC(N(C)C1=NC=C(C=C1C)Br)=O ((5-bromo-3-methyl-pyridin-2-yl)-methyl-carbamic acid tert-butyl ester). As a reaction SMILES: [C:1]([O:5][C:6](=[O:16])[NH:7][C:8]1[C:13]([CH3:14])=[CH:12][C:11]([Br:15])=[CH:10][N:9]=1)([CH3:4])([CH3:3])[CH3:2].[H-].[Na+].I[CH3:20]>C1COCC1>[C:1]([O:5][C:6](=[O:16])[N:7]([C:8]1[C:13]([CH3:14])=[CH:12][C:11]([Br:15])=[CH:10][N:9]=1)[CH3:20])([CH3:4])([CH3:2])[CH3:3] |f:1.2|. Reported procedure: To a solution of (5-bromo-3-methyl-pyridin-2-yl)-carbamic acid tert-butyl ester (409 mg) in THF (20 mL) was added sodium hydride (68 mg) and the reaction was stirred at room temperature for 20 min. Then, iodomethane (0.11 mL) was added and the reaction was stirred at room temperature for 16 h. The reaction was quenched with water (30 mL) and extracted into ethylacetate (2×20 mL). The organic layers were washed with brine (2×40 mL), dried (MgSO4) and reduced in vacuo to give (5-bromo-3-methyl-pyr... Reported procedure: A suspension of 1.30 g (3.4 mmol) of 7-chloro-3-(5-chloromethyl-1,2,4-oxadiazol-3-yl)-8-fluoro-5-methyl-5,6-dihydro-4H-imidazo[1,5-a][1,4]benzodiazepin-6-one in 13 ml of N,N-dimethylformamide was treated with 1.24 g (0.017 mol) of diethylamine. After stirring at room temperature for 16 hrs. the solution obtained was completely freed from the solvents. The residue was chromatographed over silica gel with methylene chloride/methanol 39:1 as the eluent. The product was recrystallized from ether/n-h... As a reaction SMILES: [Cl:1][C:2]1[C:7]2[C:8](=[O:24])[N:9]([CH3:23])[CH2:10][C:11]3[N:12]([CH:13]=[N:14][C:15]=3[C:16]3[N:20]=[C:19]([CH2:21]Cl)[O:18][N:17]=3)[C:6]=2[CH:5]=[CH:4][C:3]=1[F:25].[CH2:26]([NH:28][CH2:29][CH3:30])[CH3:27]>CN(C)C=O>[Cl:1][C:2]1[C:7]2[C:8](=[O:24])[N:9]([CH3:23])[CH2:10][C:11]3[N:12]([CH:13]=[N:14][C:15]=3[C:16]3[N:20]=[C:19]([CH2:21][N:28]([CH2:29][CH3:30])[CH2:26][CH3:27])[O:18][N:17]=3)[C:6]=2[CH:5]=[CH:4][C:3]=1[F:25]. Yield: 91.3%. Starting materials: ClC1=C(C=CC2=C1C(N(CC=1N2C=NC1C1=NOC(=N1)CCl)C)=O)F (7-chloro-3-(5-chloromethyl-1,2,4-oxadiazol-3-yl)-8-fluoro-5-methyl-5,6-dihydro-4H-imidazo[1,5-a][1,4]benzodiazepin-6-one), C(C)NCC (diethylamine). Solvent: CN(C=O)C (N,N-dimethylformamide). The product is ClC1=C(C=CC2=C1C(N(CC=1N2C=NC1C1=NOC(=N1)CN(CC)CC)C)=O)F (7-chloro-3-(5-diethylaminomethyl-1,2,4-oxadiazol-3-yl)-8-fluoro-5-methyl-5,6-dihydro-4H-imidazo[1,5-a][1,4]benzodiazepin-6-one). Conditions: time 16 hour. Reactants: C([O-])([O-])=O.[K+].[K+] (potassium carbonate), [1,1-bis(di-phenylphosphino)ferrocene]palladium(ii) chloride, C(Cl)Cl (DCM), ClC=1C(=NC2=CC=CC(=C2N1)Cl)[C@H](C)N1C(C2=CC=CC=C2C1=O)=O ((S)-2-(1-(3,5-dichloroquinoxalin-2-yl)ethyl)isoindoline-1,3-dione), CSC1=C(C=CC=C1)B(O)O (2-(methylthio)phenylboronic acid). Run in CN(C)C=O (DMF). Run at temperature 100 celsius, time 4 hour. The product is ClC1=C2N=C(C(=NC2=CC=C1)[C@H](C)N1C(C2=CC=CC=C2C1=O)=O)C1=C(C=CC=C1)SC (2-((1S)-1-(5-chloro-3-(2-(methylthio)phenyl)quinoxalin-2-yl)ethyl)isoindoline-1,3-dione). Isolated yield 94.9%. Reaction SMILES: Cl[C:2]1[C:3]([C@@H:13]([N:15]2[C:23](=[O:24])[C:22]3[C:17](=[CH:18][CH:19]=[CH:20][CH:21]=3)[C:16]2=[O:25])[CH3:14])=[N:4][C:5]2[C:10]([N:11]=1)=[C:9]([Cl:12])[CH:8]=[CH:7][CH:6]=2.[CH3:26][S:27][C:28]1[CH:33]=[CH:32][CH:31]=[CH:30][C:29]=1B(O)O.C(=O)([O-])[O-].[K+].[K+].C(Cl)Cl>CN(C=O)C>[Cl:12][C:9]1[CH:8]=[CH:7][CH:6]=[C:5]2[C:10]=1[N:11]=[C:2]([C:29]1[CH:30]=[CH:31][CH:32]=[CH:33][C:28]=1[S:27][CH3:26])[C:3]([C@@H:13]([N:15]1[C:16](=[O:25])[C:17]3[C:22](=[CH:21][CH:20]=[CH:19][CH:18]=3)[C:23]1=[O:24])[CH3:14])=[N:4]2 |f:2.3.4|. Procedure: A 5 L three-necked round-bottomed flask equipped with a mechanical stirrer, a condenser, a nitrogen gas inlet and a temperature probe was charged with DMF (2.16 L), (S)-2-(1-(3,5-dichloroquinoxalin-2-yl)ethyl)isoindoline-1,3-dione (273 g, 733 mmol) and 2-(methylthio)phenylboronic acid (136 g, 807 mmol). To the mixture, was added potassium carbonate (203 g, 147 mmol) and [1,1-bis(di-phenylphosphino)ferrocene]palladium(ii) chloride, complex with DCM (29.9 g, 36.7 mmol). The mixture was vacuum purg...